Dataset: the Open Reaction Database (ORD), a public repository of structured organic reaction records. Task: describe an organic reaction: reactants, conditions, products, and yield Starting materials: CC(C)O, ON=Cc1ccnc(O)c1. The product is ON=Cc1ccncc1. As a reaction SMILES: [CH:11]([OH:12])([CH3:13])[CH3:14].[OH:1][c:2]1[n:3][cH:4][cH:5][c:6]([CH:8]=[N:9][OH:10])[cH:7]1>>[cH:2]1[n:3][cH:4][cH:5][c:6]([CH:8]=[N:9][OH:10])[cH:7]1.